From a dataset of the Open Reaction Database (ORD), a public repository of structured organic reaction records. describe an organic reaction: reactants, conditions, products, and yield Starting materials: ClC1=CC(=NC(=N1)SC)NCCC1=CC(=C(C=C1)OC)OC ((6-chloro-2-methylsulfanyl-pyrimidin-4-yl)-[2-(3,4-dimethoxy-phenyl)-ethyl]-amine), ClC1=CC(=NC(=N1)SC)NCCC1=CC(=C(C=C1)OC)OC ((6-chloro-2-methylsulfanyl-pyrimidin-4-yl)-[2-(3,4-dimethoxy-phenyl)-ethyl]-amine), C(C)OC(C1=CC(=CC=C1)O)=O (3-hydroxy-benzoic acid ethyl ester), C(=O)([O-])[O-].[Cs+].[Cs+] (Cs2CO3). Run in CN(C)C=O (DMF), O (water). Reaction conditions: temperature 90 celsius. The product is C(C)OC(C1=CC(=CC=C1)OC1=NC(=NC(=C1)NCCC1=CC(=C(C=C1)OC)OC)SC)=O (3-{6-[2-(3,4-dimethoxy-phenyl)-ethylamino]-2-methylsulfanyl-pyrimidin-4-yloxy}-benzoic acid ethyl ester). The yield is 83.5%. RXN SMILES: Cl[C:2]1[N:7]=[C:6]([S:8][CH3:9])[N:5]=[C:4]([NH:10][CH2:11][CH2:12][C:13]2[CH:18]=[CH:17][C:16]([O:19][CH3:20])=[C:15]([O:21][CH3:22])[CH:14]=2)[CH:3]=1.[CH2:23]([O:25][C:26](=[O:34])[C:27]1[CH:32]=[CH:31][CH:30]=[C:29]([OH:33])[CH:28]=1)[CH3:24].C([O-])([O-])=O.[Cs+].[Cs+]>CN(C=O)C.O>[CH2:23]([O:25][C:26](=[O:34])[C:27]1[CH:32]=[CH:31][CH:30]=[C:29]([O:33][C:2]2[CH:3]=[C:4]([NH:10][CH2:11][CH2:12][C:13]3[CH:18]=[CH:17][C:16]([O:19][CH3:20])=[C:15]([O:21][CH3:22])[CH:14]=3)[N:5]=[C:6]([S:8][CH3:9])[N:7]=2)[CH:28]=1)[CH3:24] |f:2.3.4|. Procedure details: A mixture of (6-chloro-2-methylsulfanyl-pyrimidin-4-yl)-[2-(3,4-dimethoxy-phenyl)-ethyl]-amine [250 mg, 0.74 mmol, Intermediate (31)], 3-hydroxy-benzoic acid ethyl ester (0.18 g, 1.1 mmol), and Cs2CO3 (0.48 g, 1.48 mmol) in DMF (4 mL) is heated to 90° C. for 15 h. The mixture is diluted with water, and extracted with EtOAc. The extracts are washed (water), dried (MgSO4), filtered, concentrated, and chromatographed (silica gel, 30% EtOAc in Heptane) to afford 3-{6-[2-(3,4-dimethoxy-phenyl)-ethyla...